Dataset: the Open Reaction Database (ORD), a public repository of structured organic reaction records. Task: describe an organic reaction: reactants, conditions, products, and yield The reactants are C(C)(C)(C)OC(=O)NCC1=CC=C(C=C1)N1C(OC(C1)C(=O)O)=O (3-(4-tert-butoxycarbonylaminomethylphenyl)-2-oxo-5-oxazolidinecarboxylic acid), Cl (HCl). The solvent is CCOCC (ether), O1CCOCC1 (dioxane). Product: NCC1=CC=C(C=C1)N1C(OC(C1)C(=O)O)=O (3-(4-Aminomethylphenyl)-2-oxo-5-oxazolidinecarboxylic acid). Reaction SMILES: C(OC([NH:8][CH2:9][C:10]1[CH:15]=[CH:14][C:13]([N:16]2[CH2:20][CH:19]([C:21]([OH:23])=[O:22])[O:18][C:17]2=[O:24])=[CH:12][CH:11]=1)=O)(C)(C)C.Cl>CCOCC.O1CCOCC1>[NH2:8][CH2:9][C:10]1[CH:11]=[CH:12][C:13]([N:16]2[CH2:20][CH:19]([C:21]([OH:23])=[O:22])[O:18][C:17]2=[O:24])=[CH:14][CH:15]=1. Procedure details: 3.36 g of 3-(4-tert-butoxycarbonylaminomethylphenyl)-2-oxo-5-oxazolidinecarboxylic acid [obtainable according to Example 14; m.p. 166°] are stirred at room temperature for 1 h in a mixture of 30 ml of ether and 30 ml of dioxane, which has been saturated beforehand with HCl gas. The precipitate is then filtered off with suction and washed with ether. 3-(4-Aminomethylphenyl)-2-oxo-5-oxazolidinecarboxylic acid is obtained, m.p. 211°-212°. Starting materials: C[O-], CCO, [Na+], O, N#CCc1cccnc1, O=Cc1ccnc2ccccc12. Yields the product N#CC(=Cc1ccnc2ccccc12)c1cccnc1. Reaction SMILES: [CH3:22][O-:23].[CH3:26][CH2:27][OH:28].[Na+:24].[OH2:25].[n:13]1[cH:14][c:15]([CH2:19][C:20]#[N:21])[cH:16][cH:17][cH:18]1.[n:1]1[cH:2][cH:3][c:4]([CH:11]=[O:12])[c:5]2[cH:6][cH:7][cH:8][cH:9][c:10]12>>[n:1]1[cH:2][cH:3][c:4]([CH:11]=[C:19]([c:15]2[cH:14][n:13][cH:18][cH:17][cH:16]2)[C:20]#[N:21])[c:5]2[cH:6][cH:7][cH:8][cH:9][c:10]12. Starting materials: [Br-], C1CCOC1, [CH2-]S(C)=O, CS(C)=O, CCCCCCCC=O, [H-], N#N, [Na+], O, OCCCCCC[P+](c1ccccc1)(c1ccccc1)c1ccccc1, [PH5]. Product: CCCCCCCC=CCCCCCO. Reaction SMILES: [Br-:1].[CH2:51]1[O:52][CH2:53][CH2:54][CH2:55]1.[CH3:28][S:29]([CH2-:30])=[O:31].[CH3:46][S:47]([CH3:48])=[O:49].[CH:37]([CH2:38][CH2:39][CH2:40][CH2:41][CH2:42][CH2:43][CH3:44])=[O:45].[H-:33].[N:34]#[N:35].[Na+:32].[OH2:50].[OH:2][CH2:3][CH2:4][CH2:5][CH2:6][CH2:7][CH2:8][P+:9]([c:10]1[cH:11][cH:12][cH:13][cH:14][cH:15]1)([c:16]1[cH:17][cH:18][cH:19][cH:20][cH:21]1)[c:22]1[cH:23][cH:24][cH:25][cH:26][cH:27]1.[PH5:36]>>[OH:2][CH2:3][CH2:4][CH2:5][CH2:6][CH2:7][CH:8]=[CH:37][CH2:38][CH2:39][CH2:40][CH2:41][CH2:42][CH2:43][CH3:44]. The reactants are ClC1(CC=C(C=C1)C(=O)C(O)C1=CC=CC=C1)Cl (4,4-dichlorobenzoin), C(O)CN (ethanolamine), ClC1=CC=C(C=C1)C(=O)C(=O)C1=CC=C(C=C1)Cl (4,4'-dichlorobenzil). Solvent: C1(=CC=CC=C1)C (toluene). Run at time 8 hour. Yields the product Cl.ClC1=CC=C(C=C1)C(C(=O)C1=CC=C(C=C1)Cl)NCCO (2-[[1,2-bis(4-Chlorophenyl)-2-oxoethyl]amino]ethanol hydrochloride). Reaction SMILES: [Cl:1]C1(Cl)C=CC(C(C(C2C=CC=CC=2)O)=O)=CC1.[CH2:19]([CH2:21][NH2:22])[OH:20].[Cl:23][C:24]1[CH:29]=[CH:28][C:27]([C:30]([C:32]([C:34]2[CH:39]=[CH:38][C:37]([Cl:40])=[CH:36][CH:35]=2)=O)=[O:31])=[CH:26][CH:25]=1>C1(C)C=CC=CC=1>[ClH:1].[Cl:40][C:37]1[CH:38]=[CH:39][C:34]([CH:32]([NH:22][CH2:21][CH2:19][OH:20])[C:30]([C:27]2[CH:28]=[CH:29][C:24]([Cl:23])=[CH:25][CH:26]=2)=[O:31])=[CH:35][CH:36]=1 |f:4.5|. Reported procedure: In a closed system equipped with a Dean-Stark trap, a stirred solution of 4,4-dichlorobenzoin (10.0 g, 0.0357 mole), ethanolamine (2.35 g, 0.0385 mole), and a catalytic amount of p-toluenesulfonic aid in 250 ml toluene was heated at reflux temperature for 4 hours and the azeotroped water was collected in the Dean-Stark trap. After cooling, the toluene solution was washed with water, dried over magnesium sulfate and concentrated to an oil. The oil was dissolved in ether, treated with excess ether...